This data is from the Open Reaction Database (ORD), a public repository of structured organic reaction records. The task is: describe an organic reaction: reactants, conditions, products, and yield The reactants are O=Cc1c(OCCCCC(=O)O)ccc(C(=O)O)c1O, [Na+], C1COCCO1, [OH-], O. Yields the product O=Cc1c(O)cccc1OCCCCC(=O)O. RXN SMILES: [CH:1](=[O:2])[c:3]1[c:4]([O:5][CH2:6][CH2:7][CH2:8][CH2:9][C:10](=[O:11])[OH:12])[cH:13][cH:14][c:15]([C:18]([OH:19])=[O:20])[c:16]1[OH:17].[Na+:23].[O:24]1[CH2:25][CH2:26][O:27][CH2:28][CH2:29]1.[OH-:22].[OH2:21]>>[CH:1](=[O:2])[c:3]1[c:4]([O:5][CH2:6][CH2:7][CH2:8][CH2:9][C:10](=[O:11])[OH:12])[cH:13][cH:14][cH:15][c:16]1[OH:17]. The reactants are O=C1CCc2ccccc21, O, Cc1ccc(S(=O)(=O)O)cc1, O=Cc1ccncc1. The product is C=C1c2ccccc2C(=O)C1c1ccncc1. As a reaction SMILES: [C:1]1(=[O:10])[CH2:2][CH2:3][c:4]2[cH:5][cH:6][cH:7][cH:8][c:9]21.[OH2:30].[c:19]1([CH3:20])[cH:21][cH:22][c:23]([S:24]([OH:25])(=[O:26])=[O:27])[cH:28][cH:29]1.[n:11]1[cH:12][cH:13][c:14]([CH:17]=[O:18])[cH:15][cH:16]1>>[C:1]1(=[O:10])[c:9]2[c:4]([cH:5][cH:6][cH:7][cH:8]2)[C:3](=[CH2:2])[CH:17]1[c:14]1[cH:13][cH:12][n:11][cH:16][cH:15]1. The reactants are C(C)(C)OC(C)C (diisopropyl ether), C(C)(=O)OC(C)=O (acetic anhydride), C(=O)O (formic acid), CS(=O)(=O)NC1=CC2=C(C(C(=CO2)NC)=O)C=C1OC1=CC=CC=C1 (7-methylsulfonylamino-3-methylamino-6-phenoxy-4H-1-benzopyran-4-one). The solvent is C(Cl)Cl (methylene chloride). Conditions: time 1.5 hour. Yields the product CS(=O)(=O)NC1=CC2=C(C(C(=CO2)N(C)C=O)=O)C=C1OC1=CC=CC=C1 (7-methylsulfonylamino-3-(N-formyl-N-methylamino)-6-phenoxy-4H-1-benzopyran-4-one). Isolated yield 76.6%. As a reaction SMILES: [C:1](OC(=O)C)(=[O:3])C.C(O)=O.[CH3:11][S:12]([NH:15][C:16]1[C:28]([O:29][C:30]2[CH:35]=[CH:34][CH:33]=[CH:32][CH:31]=2)=[CH:27][C:19]2[C:20](=[O:26])[C:21]([NH:24][CH3:25])=[CH:22][O:23][C:18]=2[CH:17]=1)(=[O:14])=[O:13].C(OC(C)C)(C)C>C(Cl)Cl>[CH3:11][S:12]([NH:15][C:16]1[C:28]([O:29][C:30]2[CH:35]=[CH:34][CH:33]=[CH:32][CH:31]=2)=[CH:27][C:19]2[C:20](=[O:26])[C:21]([N:24]([CH:1]=[O:3])[CH3:25])=[CH:22][O:23][C:18]=2[CH:17]=1)(=[O:13])=[O:14]. Procedure: 340 mg of acetic anhydride and 310 mg of formic acid were mixed. The mixture was stirred for 1.5 hours at 40°-45° C. Thereto was added 10 ml of methylene chloride. There was further added 400 mg of 7-methylsulfonylamino-3-methylamino-6-phenoxy-4H-1-benzopyran-4-one. The resulting mixture was stirred for 1 hour at 25°-30° C. 10 ml of diisopropyl ether was added thereto. The resulting crystal was collected by filtration and then recrystallized from acetonitrile to obtain 330 mg (yield: 76.7%) of 7... Starting materials: C1(C=CC(N1CCC(=O)O)=O)=O (3-Maleimidopropionic acid), C(C)(=O)OC(C)=O (acetic anhydride). Conditions: temperature 130 celsius. Yields the product C1(C=CC(N1CCC(=O)OC(CCN1C(C=CC1=O)=O)=O)=O)=O (3-Maleimidopropionic Acid Anhydride). Reaction SMILES: [C:1]1(=[O:12])[N:5]([CH2:6][CH2:7][C:8]([OH:10])=[O:9])[C:4](=[O:11])[CH:3]=[CH:2]1.C(O[C:17](=[O:19])[CH3:18])(=O)C>>[C:4]1(=[O:11])[N:5]([CH2:6][CH2:7][C:8]([O:10][C:8](=[O:9])[CH2:7][CH2:6][N:5]2[C:17](=[O:19])[CH:18]=[CH:3][C:4]2=[O:11])=[O:9])[C:1](=[O:12])[CH:2]=[CH:3]1. Reported procedure: 3-Maleimidopropionic acid (226 mg) was covered with 5 mL of acetic anhydride and the mixture was heated at 130° C. for 3.75 hour, and then aged over night at room temperature. The solution was concentrated to an oil and the NMR spectrum (CDCl3) indicated a mixture of the homoanhydride and the mixed anhydride of acetic and maleimidopropionic acids. The starting acid shows the methylen adjacent to the carbonyl as a triplet centered at 2.68 ppm whereas in the anhydride these resonances appear at 2.... The reactants are CC(=O)O (AcOH), C=O (formaldehyde), CNC (dimethylamine), CC=1NC2=CC=CC=C2C1 (2-methylindole). The solvent is O1CCOCC1 (dioxane), O (water). Yields the product CC1=C(C2=CC=CC=C2N1)CN(C)C (2-METHYLGRAMINE). Reaction SMILES: [CH3:1][C:2](O)=O.C=O.[CH3:7][NH:8][CH3:9].[CH3:10][C:11]1[NH:12][C:13]2[C:18](C=1)=[CH:17][CH:16]=[CH:15][CH:14]=2>O1CCOCC1.O>[CH3:10][C:11]1[NH:12][C:13]2[C:18](=[CH:17][CH:16]=[CH:15][CH:14]=2)[C:2]=1[CH2:1][N:8]([CH3:9])[CH3:7]. Procedure: AcOH, 236 ml., was mixed with cooling and stirring with 62 m. of 37% formaldehyde at 10°, and 154 ml of 25% aqueous dimethylamine was added dropwise with cooling so as to maintain the temperature at 10°. A solution of 100 g of 2-methylindole in 160 ml of dioxane was then added dropwise with cooling, again maintaining the temperature at 10°. The mixture was stirred at ice temperature for 1 hour and then overnight at room temperature. The mixture was then poured into 2.0 of water with stirring. A ... The reactants are ClC=1C(=CC(=NC1)C(=O)O)CC1=CC=C(C=C1)F (5-chloro-4-(4-fluorobenzyl)-pyridine-2-carboxylic acid), Cl.FC([C@@H](N)C=1C=NC=CC1)(F)F ((αS)-α-(trifluoromethyl)-3-pyridinemethanamine hydrochloride). Yields the product FC([C@H](C=1C=NC=CC1)NC(=O)C1=NC=C(C(=C1)CC1=CC=C(C=C1)F)Cl)(F)F (5-Chloro-4-(4-fluoro-benzyl)-pyridine-2-carboxylic acid ((S)-2,2,2-trifluoro-1-pyridin-3-yl-ethyl)-amide). Reaction SMILES: [Cl:1][C:2]1[C:3]([CH2:11][C:12]2[CH:17]=[CH:16][C:15]([F:18])=[CH:14][CH:13]=2)=[CH:4][C:5]([C:8]([OH:10])=O)=[N:6][CH:7]=1.Cl.[F:20][C:21]([F:31])([F:30])[C@H:22]([C:24]1[CH:25]=[N:26][CH:27]=[CH:28][CH:29]=1)[NH2:23]>>[F:31][C:21]([F:20])([F:30])[C@@H:22]([NH:23][C:8]([C:5]1[CH:4]=[C:3]([CH2:11][C:12]2[CH:17]=[CH:16][C:15]([F:18])=[CH:14][CH:13]=2)[C:2]([Cl:1])=[CH:7][N:6]=1)=[O:10])[C:24]1[CH:25]=[N:26][CH:27]=[CH:28][CH:29]=1 |f:1.2|. Reported procedure: The title compound was synthesized in analogy to Example 12d, using 5-chloro-4-(4-fluorobenzyl)-pyridine-2-carboxylic acid and (αS)-α-(trifluoromethyl)-3-pyridinemethanamine hydrochloride (1:1) (CAN 749839-26-7) as starting materials and isolated (23 mg, 71%) as colorless oil; MS (ESI, m/z): 424.2 (MH+).